This data is from the Open Reaction Database (ORD), a public repository of structured organic reaction records. The task is: describe an organic reaction: reactants, conditions, products, and yield The reactants are O=C1CCC(=O)N1Br, ClCCl, CS(=O)(=O)c1ccc(C(CC2CCCC2)C(=O)O)cc1C(F)(F)F, Nc1ccc(Br)cn1, c1ccc(P(c2ccccc2)c2ccccc2)cc1, c1ccncc1. Product: CS(=O)(=O)c1ccc(C(CC2CCCC2)C(=O)Nc2ccc(Br)cn2)cc1C(F)(F)F. RXN SMILES: [Br:44][N:45]1[C:46](=[O:47])[CH2:48][CH2:49][C:50]1=[O:51].[CH2:60]([Cl:61])[Cl:62].[CH:1]1([CH2:6][CH:7]([C:8](=[O:9])[OH:10])[c:11]2[cH:12][c:13]([C:21]([F:22])([F:23])[F:24])[c:14]([S:17](=[O:18])(=[O:19])[CH3:20])[cH:15][cH:16]2)[CH2:2][CH2:3][CH2:4][CH2:5]1.[NH2:52][c:53]1[n:54][cH:55][c:56]([Br:59])[cH:57][cH:58]1.[c:25]1([P:26]([c:27]2[cH:28][cH:29][cH:30][cH:31][cH:32]2)[c:33]2[cH:34][cH:35][cH:36][cH:37][cH:38]2)[cH:39][cH:40][cH:41][cH:42][cH:43]1.[cH:63]1[cH:64][cH:65][n:66][cH:67][cH:68]1>>[CH:1]1([CH2:6][CH:7]([C:8](=[O:9])[NH:52][c:53]2[n:54][cH:55][c:56]([Br:59])[cH:57][cH:58]2)[c:11]2[cH:12][c:13]([C:21]([F:22])([F:23])[F:24])[c:14]([S:17](=[O:18])(=[O:19])[CH3:20])[cH:15][cH:16]2)[CH2:2][CH2:3][CH2:4][CH2:5]1. Reactants: OCc1cccc(-c2c(Cc3ccccc3)cnc3c(C(F)(F)F)cccc23)c1, Oc1cccc(C(F)(F)F)c1Cl. Yields the product FC(F)(F)c1cccc(OCc2cccc(-c3c(Cc4ccccc4)cnc4c(C(F)(F)F)cccc34)c2)c1Cl. As a reaction SMILES: [CH2:1]([c:2]1[cH:3][cH:4][cH:5][cH:6][cH:7]1)[c:8]1[cH:9][n:10][c:11]2[c:12]([C:26]([F:27])([F:28])[F:29])[cH:13][cH:14][cH:15][c:16]2[c:17]1-[c:18]1[cH:19][c:20]([CH2:24][OH:25])[cH:21][cH:22][cH:23]1.[Cl:30][c:31]1[c:32]([OH:41])[cH:33][cH:34][cH:35][c:36]1[C:37]([F:38])([F:39])[F:40]>>[CH2:1]([c:2]1[cH:3][cH:4][cH:5][cH:6][cH:7]1)[c:8]1[cH:9][n:10][c:11]2[c:12]([C:26]([F:27])([F:28])[F:29])[cH:13][cH:14][cH:15][c:16]2[c:17]1-[c:18]1[cH:19][c:20]([CH2:24][O:25][c:32]2[c:31]([Cl:30])[c:36]([C:37]([F:38])([F:39])[F:40])[cH:35][cH:34][cH:33]2)[cH:21][cH:22][cH:23]1. The reactants are BrCCON1C(CC2(CCCC2)CC1=O)=O (8-(2-bromoethyloxy)-8-azaspiro[4.5]decan-7,9-dione), S1N=C(C2=C1C=CC=C2)N2CCNCC2 (1-(1,2-benzisothiazol-3-yl)piperazine), C(=O)([O-])[O-].[K+].[K+] (K2CO3), [Na+].[I-] (NaI). The solvent is CC#N (CH3CN). The product is S1N=C(C2=C1C=CC=C2)N2CCN(CC2)CCON2C(CC1(CCCC1)CC2=O)=O (8-[2-[4-(1,2-Benzisothiazol-3-yl)-1-piperazinyl]ethoxy]-8-azaspiro[4.5]decan-7,9-dione). Reaction SMILES: Br[CH2:2][CH2:3][O:4][N:5]1[C:14](=[O:15])[CH2:13][C:8]2([CH2:12][CH2:11][CH2:10][CH2:9]2)[CH2:7][C:6]1=[O:16].[S:17]1[C:21]2[CH:22]=[CH:23][CH:24]=[CH:25][C:20]=2[C:19]([N:26]2[CH2:31][CH2:30][NH:29][CH2:28][CH2:27]2)=[N:18]1.C([O-])([O-])=O.[K+].[K+].[Na+].[I-]>CC#N>[S:17]1[C:21]2[CH:22]=[CH:23][CH:24]=[CH:25][C:20]=2[C:19]([N:26]2[CH2:27][CH2:28][N:29]([CH2:2][CH2:3][O:4][N:5]3[C:14](=[O:15])[CH2:13][C:8]4([CH2:12][CH2:11][CH2:10][CH2:9]4)[CH2:7][C:6]3=[O:16])[CH2:30][CH2:31]2)=[N:18]1 |f:2.3.4,5.6|. Procedure: A mixture of 8-(2-bromoethyloxy)-8-azaspiro[4.5]decan-7,9-dione (3.7 g), 1-(1,2-benzisothiazol-3-yl)piperazine (2.2 g), K2CO3 (2.77 g) and NaI (200 mg) was heated was stirring in 125 mil of anhydrous CH3CN under N2. Reactants: C(C)N1C(N(C2=NC=CC=C21)C2=CC=C(C=C2)[N+](=O)[O-])=O (1-ethyl-3-(4-nitrophenyl)-1,3-dihydro-2H-imidazo[4,5-b]pyridin-2-one). Reagents/catalysts: [C].[Pd] (palladium-carbon). Run in CCO (EtOH). Reaction conditions: time 3 hour. Yields the product NC1=CC=C(C=C1)N1C(N(C=2C1=NC=CC2)CC)=O (3-(4-aminophenyl)-1-ethyl-1,3-dihydro-2H-imidazo[4,5-b]pyridin-2-one). Yield: 41.4%. As a reaction SMILES: [CH2:1]([N:3]1[C:11]2[C:6](=[N:7][CH:8]=[CH:9][CH:10]=2)[N:5]([C:12]2[CH:17]=[CH:16][C:15]([N+:18]([O-])=O)=[CH:14][CH:13]=2)[C:4]1=[O:21])[CH3:2]>CCO.[C].[Pd]>[NH2:18][C:15]1[CH:14]=[CH:13][C:12]([N:5]2[C:6]3=[N:7][CH:8]=[CH:9][CH:10]=[C:11]3[N:3]([CH2:1][CH3:2])[C:4]2=[O:21])=[CH:17][CH:16]=1 |f:2.3|. Procedure details: The mixture of tert-butyl 2-chloropyridin-3-ylcarbamate (10.0 g), 4-nitroaniline (8.0 g), 9,9-dimethyl-4,5-bis(diphenylphosphino)xanthene (2.53 g), Pd2(dba)3 (2 g) and sodium tert-butoxide (12.5 g) in toluene (160 mL)-2-propanol (40.0 mL) was stirred at 100° C. under Ar overnight. The reaction mixture was concentrated in vacuo. The residue was purified by column chromatography (silica gel, eluted with 0%-100% EtOAc in hexane) to give 3-(4-nitrophenyl)-1,3-dihydro-2H-imidazo[4,5-b]pyridin-2-one (... Isolated yield 88.8%. RXN SMILES: C([O:3][CH:4](OCC)[C:5]1[CH:10]=[C:9]([N:11]2[CH:15]=[CH:14][N:13]=[C:12]2[CH3:16])[CH:8]=[CH:7][C:6]=1[N+:17]([O-:19])=[O:18])C.Cl.O>C(O)(C)C>[CH3:16][C:12]1[N:11]([C:9]2[CH:8]=[CH:7][C:6]([N+:17]([O-:19])=[O:18])=[C:5]([CH:10]=2)[CH:4]=[O:3])[CH:15]=[CH:14][N:13]=1. Run in C(C)(C)O (isopropyl alcohol). Procedure: A mixture of 5-(2-methylimidazol-1-yl)-2-nitrobenzaldehyde diethyacetal (735 mg), conc-HCl (2.0 ml), water (4.0 ml) and isopropyl alcohol (4.0 ml) was heated under stirring for 1 hour and cooled. The mixture was extracted with dichloromethane and the extract was dried with Na2SO4 and filtered. The filtrate was distilled to give 494 mg (88%) of the title compound. Reactants: Cl (HCl), O (water), C(C)OC(C1=C(C=CC(=C1)N1C(=NC=C1)C)[N+](=O)[O-])OCC (5-(2-methylimidazol-1-yl)-2-nitrobenzaldehyde diethyacetal). Yields the product CC=1N(C=CN1)C=1C=CC(=C(C=O)C1)[N+](=O)[O-] (5-(2-methylimidazol-1-yl)-2-nitrobenzaldehyde). Conditions: time 1 hour.